Dataset: the Open Reaction Database (ORD), a public repository of structured organic reaction records. Task: describe an organic reaction: reactants, conditions, products, and yield The reactants are [Na] (sodium), CCCN(CCC)C(=O)C(CCC(=O)O)NC(=O)C=1C=CC=CC1 (proglumide), C(O)CN (ethanolamine), IV, C(CC(O)(C(=O)O)CC(=O)O)(=O)O (citric acid). Solvent: O (water). Product: [Na].CCCN(CCC)C(=O)C(CCC(=O)O)NC(=O)C=1C=CC=CC1 (sodium proglumide). RXN SMILES: [Na:1].[CH3:2][CH2:3][CH2:4][N:5]([C:9]([CH:11]([NH:17][C:18]([C:20]1[CH:21]=[CH:22][CH:23]=[CH:24][CH:25]=1)=[O:19])[CH2:12][CH2:13][C:14]([OH:16])=[O:15])=[O:10])[CH2:6][CH2:7][CH3:8].C(CN)O.C(O)(=O)CC(CC(O)=O)(C(O)=O)O>O>[Na:1].[CH3:2][CH2:3][CH2:4][N:5]([C:9]([CH:11]([NH:17][C:18]([C:20]1[CH:21]=[CH:22][CH:23]=[CH:24][CH:25]=1)=[O:19])[CH2:12][CH2:13][C:14]([OH:16])=[O:15])=[O:10])[CH2:6][CH2:7][CH3:8] |f:5.6,^1:0,43|. Reported procedure: In another embodiment, a composition for IV injection can be made as follows: add 4263 g of the sodium salt of proglumide to 15 L of water and 93 g of ethanolamine and stir until a clear solution is obtained. After buffering with citric acid, the solution is diluted to a volume of 30 L, then filtered under pressure in an inert gas into 40,000 glass vials which are sterilized under heat, yielding 40,000 vials each containing 106.6 mg sodium proglumide, equivalent to 100 mg proglumide. Starting materials: C(C)(=O)C=1C=C2CC3(C(NC(NC3=O)=O)=O)[C@@H]3N(C2=C(C1F)F)C[C@H](O[C@H]3C)C ((2R,4S,4aS)-rel-8-acetyl-9,10-difluoro-2,4-dimethyl-1,2,4,4a-tetrahydro-2′H,6H-spiro[1,4-oxazino[4,3-a]quinoline-5,5′-pyrimidine]-2′,4′,6′(1′H,3′H)-trione), C(C)(=O)C=1C=C2CC3(C(NC(NC3=O)=O)=O)[C@@H]3N(C2=C(C1F)F)C[C@H](O[C@H]3C)C ((2R,4S,4aS)-rel-8-acetyl-9,10-difluoro-2,4-dimethyl-1,2,4,4a-tetrahydro-2′H,6H-spiro[1,4-oxazino[4,3-a]quinoline-5,5′-pyrimidine]-2′,4′,6′(1′H,3′H)-trione), Cl.NO (hydroxylamine hydrochloride). Run in CO (MeOH). Reaction conditions: temperature 85 celsius. The product is FC1=C(C=C2CC3(C(NC(NC3=O)=O)=O)[C@@H]3N(C2=C1F)C[C@H](O[C@H]3C)C)\C(\C)=N\O ((2R,4S,4aS)-rel-9,10-difluoro-8-[(1E)-N-hydroxyethanimidoyl]-2,4-dimethyl-1,2,4,4a-tetrahydro-2′H,6H-spiro[1,4-oxazino[4,3-a]quinoline-5,5′-pyrimidine]-2′,4′,6′(1′H,3′H)-trione). Reaction SMILES: [C:1]([C:4]1[CH:5]=[C:6]2[C:19](=[C:20]([F:23])[C:21]=1[F:22])[N:18]1[CH2:24][C@@H:25]([CH3:29])[O:26][C@@H:27]([CH3:28])[C@@H:17]1[C:8]1([C:13](=[O:14])[NH:12][C:11](=[O:15])[NH:10][C:9]1=[O:16])[CH2:7]2)(=O)[CH3:2].Cl.[NH2:31][OH:32]>CO>[F:22][C:21]1[C:20]([F:23])=[C:19]2[C:6]([CH2:7][C:8]3([C@H:17]4[C@H:27]([CH3:28])[O:26][C@H:25]([CH3:29])[CH2:24][N:18]42)[C:9](=[O:16])[NH:10][C:11](=[O:15])[NH:12][C:13]3=[O:14])=[CH:5][C:4]=1/[C:1](=[N:31]/[OH:32])/[CH3:2] |f:1.2|. Reported procedure: To a solution of (2R,4S,4aS)-rel-8-acetyl-9,10-difluoro-2,4-dimethyl-1,2,4,4a-tetrahydro-2′H,6H-spiro[1,4-oxazino[4,3-a]quinoline-5,5′-pyrimidine]-2′,4′,6′(1′H,3′H)-trione (Intermediate 12, 250 mg, 0.63 mmol) in MeOH, was added hydroxylamine hydrochloride (88 mg, 1.3 mmol) and the mixture heated to 85° C. for 12 hours. After cooling to room temperature, solvent was removed, and the residue was purified via normal phase HPLC (95:5: Hexane:IPA) to give the title compound as a racemic mixture in th... The reactants are C1(=CC=CS1)C(=O)Cl (2-thenoyl chloride), NC1=CC=C(C=C1)C=1C(CC(NN1)=O)C (6-(p-aminophenyl)-5-methyl-4,5-dihydro-3(2H)-pyridazinone). Solvent: C1=CC=CC=C1 (benzene). The product is C1(=CC=CS1)C(=O)NC1=CC=C(C=C1)C=1C(CC(NN1)=O)C (6-(4-thenoylaminophenyl)-5-methyl-4,5-dihydro-3(2H)-pyridazinone). Yield: 51.9%. As a reaction SMILES: [C:1]1([C:6](Cl)=[O:7])[S:5][CH:4]=[CH:3][CH:2]=1.[NH2:9][C:10]1[CH:15]=[CH:14][C:13]([C:16]2[CH:17]([CH3:23])[CH2:18][C:19](=[O:22])[NH:20][N:21]=2)=[CH:12][CH:11]=1>C1C=CC=CC=1>[C:1]1([C:6]([NH:9][C:10]2[CH:15]=[CH:14][C:13]([C:16]3[CH:17]([CH3:23])[CH2:18][C:19](=[O:22])[NH:20][N:21]=3)=[CH:12][CH:11]=2)=[O:7])[S:5][CH:4]=[CH:3][CH:2]=1. Procedure details: A mixture of 1.1 g of 2-thenoyl chloride, 1.0 g of 6-(p-aminophenyl)-5-methyl-4,5-dihydro-3(2H)-pyridazinone and 10 ml of benzene was treated in the same manner as described in Example 1 to effect reaction whereby 800 mg of the title compound was obtained. M.P. 256°-258° C. Starting materials: [Br-], C1CCOC1, COc1c(C(=O)O)ccc2ccccc12, Cc1ccc(C)c([Mg+])c1, Cl, O. Product: Cc1ccc(C)c(-c2c(C(=O)O)ccc3ccccc23)c1. As a reaction SMILES: [Br-:1].[CH2:28]1[O:29][CH2:30][CH2:31][CH2:32]1.[CH3:11][O:12][c:13]1[c:14]([C:23](=[O:24])[OH:25])[cH:15][cH:16][c:17]2[cH:18][cH:19][cH:20][cH:21][c:22]12.[CH3:2][c:3]1[c:4]([Mg+:10])[cH:5][c:6]([CH3:9])[cH:7][cH:8]1.[ClH:27].[OH2:26]>>[CH3:2][c:3]1[c:4](-[c:13]2[c:14]([C:23](=[O:24])[OH:25])[cH:15][cH:16][c:17]3[cH:18][cH:19][cH:20][cH:21][c:22]23)[cH:5][c:6]([CH3:9])[cH:7][cH:8]1.